Dataset: the Open Reaction Database (ORD), a public repository of structured organic reaction records. Task: describe an organic reaction: reactants, conditions, products, and yield The reactants are O=C([O-])[O-], CNC1CCCCC1NC, [Cs+], [Cs+], [Cu]I, Cc1ccc(I)c(C(=O)O)c1, CN(C)C=O, O, c1c[nH]nn1. Yields the product Cc1ccc(-n2nccn2)c(C(=O)O)c1. As a reaction SMILES: [C:17](=[O:18])([O-:19])[O-:20].[CH3:23][NH:24][CH:25]1[CH2:26][CH2:27][CH2:28][CH2:29][CH:30]1[NH:31][CH3:32].[Cs+:21].[Cs+:22].[Cu:39][I:40].[I:1][c:2]1[c:3]([C:4](=[O:5])[OH:6])[cH:7][c:8]([CH3:11])[cH:9][cH:10]1.[O:33]=[CH:34][N:35]([CH3:36])[CH3:37].[OH2:38].[nH:12]1[n:13][n:14][cH:15][cH:16]1>>[c:2]1(-[n:13]2[n:12][cH:16][cH:15][n:14]2)[c:3]([C:4](=[O:5])[OH:6])[cH:7][c:8]([CH3:11])[cH:9][cH:10]1. Starting materials: C(N)(=O)C=1C(=NC(=NC1NN)SC)NC1=CC(=C(C=C1F)N1CCN(CC1)C(=O)OC(C)(C)C)F (tert-butyl 4-(4-(5-carbamoyl-6-hydrazinyl-2-(methylthio)pyrimidin-4-ylamino)-2,5-difluorophenyl)piperazine-1-carboxylate), C(OC)([O-])[O-] (methyl orthoformate), petroleum ether ethyl acetate. The solvent is CC(=O)N(C)C (dimethylacetamide). Conditions: temperature 60 celsius, time 4 hour. Yields the product C(N)(=O)C=1C=2N(C(=NC1NC1=CC(=C(C=C1F)N1CCN(CC1)C(=O)OC(C)(C)C)F)SC)C=NN2 (tert-butyl 4-(4-(8-carbamoyl-5-(methylthio)-[1,2,4]triazolo[4,3-c]pyrimidin-7-ylamino)-2,5-difluorophenyl)piperazine-1-carboxylate). As a reaction SMILES: [C:1]([C:4]1[C:5]([NH:14][C:15]2[C:20]([F:21])=[CH:19][C:18]([N:22]3[CH2:27][CH2:26][N:25]([C:28]([O:30][C:31]([CH3:34])([CH3:33])[CH3:32])=[O:29])[CH2:24][CH2:23]3)=[C:17]([F:35])[CH:16]=2)=[N:6][C:7]([S:12][CH3:13])=[N:8][C:9]=1[NH:10][NH2:11])(=[O:3])[NH2:2].[CH:36]([O-])([O-])OC>CC(N(C)C)=O>[C:1]([C:4]1[C:9]2[N:8]([CH:36]=[N:11][N:10]=2)[C:7]([S:12][CH3:13])=[N:6][C:5]=1[NH:14][C:15]1[C:20]([F:21])=[CH:19][C:18]([N:22]2[CH2:23][CH2:24][N:25]([C:28]([O:30][C:31]([CH3:32])([CH3:34])[CH3:33])=[O:29])[CH2:26][CH2:27]2)=[C:17]([F:35])[CH:16]=1)(=[O:3])[NH2:2]. Procedure: To a solution of the product of Example 15E (281 mg, 0.55 mmol) in dimethylacetamide (5 mL) was added methyl orthoformate (2 mL). The mixture was stirred at ambient temperature for 1 hour and at 60° C. for 4 hours. After cooling to ambient temperature, 9/1 petroleum ether/ethyl acetate (50 mL) was added and the precipitate was filtered. The solid was washed with petroleum ether and dried under vacuum to give the title compound. MS: 521 (M+H+). The reactants are O=C1N(CCC1)CC(=O)OCC (ethyl 2-oxo-1-pyrrolidineacetate), C(C)(C)N(CCN)C(C)C (2-(diisopropylamino)ethylamine). The product is CC(C)N(CCNC(CN1C(CCC1)=O)=O)C(C)C (N-[2-[bis(1-methylethyl)amino]ethyl]-2-oxo-1-pyrrolidineacetamide). Reaction SMILES: [O:1]=[C:2]1[CH2:6][CH2:5][CH2:4][N:3]1[CH2:7][C:8]([O:10]CC)=O.[CH:13]([N:16]([CH:20]([CH3:22])[CH3:21])[CH2:17][CH2:18][NH2:19])([CH3:15])[CH3:14]>>[CH3:14][CH:13]([N:16]([CH:20]([CH3:22])[CH3:21])[CH2:17][CH2:18][NH:19][C:8](=[O:10])[CH2:7][N:3]1[CH2:4][CH2:5][CH2:6][C:2]1=[O:1])[CH3:15]. Procedure details: From 17.1 g. of ethyl 2-oxo-1-pyrrolidineacetate and 21 g. of 2-(diisopropylamino)ethylamine [J.A.C.S. 78, 486 (1956)], following the procedure of Example 1, there is obtained N-[2-[bis(1-methylethyl)amino]ethyl]-2-oxo-1-pyrrolidineacetamide; b.p. 164° C./0.15 mm. The reactants are C(C(=O)Cl)(=O)Cl (Oxalyl chloride), FC1=CC=C2CCC/C(/C2=C1)=C\C(=O)O ((E)-2-(7-fluoro-1,2,3,4-tetrahydro-1-naphthylidene)acetic acid). The solvent is C1(=CC=CC=C1)C (toluene). Reaction conditions: temperature 25 celsius, time 1.5 hour. Yields the product FC1=CC=C2CCC/C(/C2=C1)=C\C(=O)Cl ((E)-2-(7-fluoro-1,2,3,4-tetrahydro-1-naphthylidene)acetyl chloride). RXN SMILES: [C:1](Cl)(=O)[C:2]([Cl:4])=[O:3].[F:7][C:8]1[CH:17]=[C:16]2[C:11]([CH2:12][CH2:13][CH2:14]/[C:15]/2=C\C(O)=O)=[CH:10][CH:9]=1>C1(C)C=CC=CC=1>[F:7][C:8]1[CH:17]=[C:16]2[C:11]([CH2:12][CH2:13][CH2:14]/[C:15]/2=[CH:1]\[C:2]([Cl:4])=[O:3])=[CH:10][CH:9]=1. Procedure details: Oxalyl chloride (3 ml, 0.034 mol, Aldrich) was added to a suspension of (E)-2-(7-fluoro-1,2,3,4-tetrahydro-1-naphthylidene)acetic acid (2.03 g, 0.01 mol) in toluene (35 ml) at 0° C. while protected from moisture by a nitrogen atmosphere. The stirring mixture was allowed to warm to 25° C. and was stirred for 1.5 h. Concentration in vacuo gave (E)-2-(7-fluoro-1,2,3,4-tetrahydro-1-naphthylidene)acetyl chloride which was dissolved in dichloromethane and used without purification.